Task: describe an organic reaction: reactants, conditions, products, and yield. Dataset: the Open Reaction Database (ORD), a public repository of structured organic reaction records As a reaction SMILES: [Br:22][CH2:23][CH2:24][O:25][c:26]1[c:27]2[cH:28][cH:29][c:30]([CH3:36])[n:31][c:32]2[cH:33][cH:34][cH:35]1.[CH3:1][S:2](=[O:3])(=[O:4])[N:5]1[CH2:6][CH2:7][O:8][c:9]2[c:10]1[cH:11][c:12]([CH2:15][N:16]1[CH2:17][CH2:18][NH:19][CH2:20][CH2:21]1)[cH:13][cH:14]2.[CH:37]([N:38]([CH2:39][CH3:40])[CH:41]([CH3:42])[CH3:43])([CH3:44])[CH3:45].[CH:46]([OH:47])([CH3:48])[CH3:49]>>[CH3:1][S:2](=[O:3])(=[O:4])[N:5]1[CH2:6][CH2:7][O:8][c:9]2[c:10]1[cH:11][c:12]([CH2:15][N:16]1[CH2:17][CH2:18][N:19]([CH2:23][CH2:24][O:25][c:26]3[c:27]4[cH:28][cH:29][c:30]([CH3:36])[n:31][c:32]4[cH:33][cH:34][cH:35]3)[CH2:20][CH2:21]1)[cH:13][cH:14]2. Starting materials: Cc1ccc2c(OCCBr)cccc2n1, CS(=O)(=O)N1CCOc2ccc(CN3CCNCC3)cc21, CCN(C(C)C)C(C)C, CC(C)O. Product: Cc1ccc2c(OCCN3CCN(Cc4ccc5c(c4)N(S(C)(=O)=O)CCO5)CC3)cccc2n1. Reactants: CC1CN(CC(N1)C)S(=O)(=O)C1=CC=C(C(=O)O)C=C1 (4-(3,5-dimethylpiperazin-1-ylsulfonyl)benzoic acid), ClS(=O)(=O)C1=CC=C(C(=O)O)C=C1 (4-(chlorosulfonyl)benzoic acid), CC1NC(CNC1)C (2,6-dimethylpiperazine), ClC1=C(C=C(N)C=C1)C1=NC=CC=C1 (4-chloro-3-(pyridin-2-yl)aniline). The product is ClC1=C(C=C(C=C1)NC(C1=CC=C(C=C1)S(=O)(=O)N1CC(NC(C1)C)C)=O)C1=NC=CC=C1 (N-(4-chloro-3-(pyridin-2-yl)phenyl)-4-(3,5-dimethylpiperazin-1-ylsulfonyl)benzamide). As a reaction SMILES: ClS(C1C=CC(C(O)=O)=CC=1)(=O)=O.CC1CNCC(C)N1.[Cl:22][C:23]1[CH:29]=[CH:28][C:26]([NH2:27])=[CH:25][C:24]=1[C:30]1[CH:35]=[CH:34][CH:33]=[CH:32][N:31]=1.[CH3:36][CH:37]1[NH:42][CH:41]([CH3:43])[CH2:40][N:39]([S:44]([C:47]2[CH:55]=[CH:54][C:50]([C:51](O)=[O:52])=[CH:49][CH:48]=2)(=[O:46])=[O:45])[CH2:38]1>>[Cl:22][C:23]1[CH:29]=[CH:28][C:26]([NH:27][C:51](=[O:52])[C:50]2[CH:54]=[CH:55][C:47]([S:44]([N:39]3[CH2:38][CH:37]([CH3:36])[NH:42][CH:41]([CH3:43])[CH2:40]3)(=[O:46])=[O:45])=[CH:48][CH:49]=2)=[CH:25][C:24]=1[C:30]1[CH:35]=[CH:34][CH:33]=[CH:32][N:31]=1. Reported procedure: 1 g of 4-(chlorosulfonyl)benzoic acid was reacted with 570 mg of 2,6-dimethylpiperazine via Procedure H. 75 mg of 4-chloro-3-(pyridin-2-yl)aniline was coupled to 119 mg of 4-(3,5-dimethylpiperazin-1-ylsulfonyl)benzoic acid via Procedure G and purified by reverse phase HPLC to yield N-(4-chloro-3-(pyridin-2-yl)phenyl)-4-(3,5-dimethylpiperazin-1-ylsulfonyl)benzamide. MS (Q1) 485.4 (M)+. Reactants: ice water, Cl (hydrochloric acid), C(CC(C)C)(=O)C=1C(=C(C2=C(C=C(O2)C(=O)O)C1)C)C (5-isovaleryl-6,7-dimethylbenzofuran-2-carboxylic acid), C=O (paraformaldehyde), Cl.CNC (dimethylamine hydrochloride). The solvent is CN(C=O)C (dimethylformamide), C(C)(=O)O (acetic acid). Reaction conditions: temperature 95 celsius. Product: C=C(C(=O)C=1C(=C(C2=C(C=C(O2)C(=O)O)C1)C)C)C(C)C (5-(2-methyleneisovaleryl)-6,7-dimethylbenzofuran-2-carboxylic acid). Reaction SMILES: [C:1]([C:7]1[C:8]([CH3:20])=[C:9]([CH3:19])[C:10]2[O:14][C:13]([C:15]([OH:17])=[O:16])=[CH:12][C:11]=2[CH:18]=1)(=[O:6])[CH2:2][CH:3]([CH3:5])[CH3:4].C=O.Cl.[CH3:24]NC.Cl>CN(C)C=O.C(O)(=O)C>[CH2:24]=[C:2]([CH:3]([CH3:5])[CH3:4])[C:1]([C:7]1[C:8]([CH3:20])=[C:9]([CH3:19])[C:10]2[O:14][C:13]([C:15]([OH:17])=[O:16])=[CH:12][C:11]=2[CH:18]=1)=[O:6] |f:2.3|. Reported procedure: A mixture of 5-isovaleryl-6,7-dimethylbenzofuran-2-carboxylic acid (8.5 g.), paraformaldehyde (2.0 g.), dimethylamine hydrochloride (3.3 g.) and acetic acid (1 ml.) is heated at 95°C. for 2.5 hours, treated with dimethylformamide (75 ml.), heated an additional 3.5 hours, poured into ice water (300 ml.) containing hydrochloric acid (5 ml.). The product is extracted into ether, washed with water, dried over magnesium sulfate, the solvent evaporated at reduced pressure to afford 5-(2-methyleneisova... Reaction SMILES: [CH2:1](Cl)[CH:2]=[C:3]([CH3:5])[CH3:4].[CH3:7][C:8]([CH3:10])=[O:9]>>[CH3:4][C:3]([CH3:5])=[CH:2][CH2:1][CH2:7][C:8](=[O:9])[CH3:10]. Yields the product CC(=CCCC(C)=O)C (6-methyl-5-hepten-2-one). Starting materials: C(C=C(C)C)Cl (prenyl chloride), CC(=O)C (acetone). Procedure: Process (iii): A process in which prenyl chloride obtained by the reaction of isoprene with hydrogen chloride is allowed to react with acetone in the presence of an equimolar amount of an alkali based on the prenyl chloride to give 6-methyl-5-hepten-2-one (see, e.g., U.S. Pat. Nos. 3,983,175 and 3,984,475). Starting materials: OCC(C)(C)NC(=S)N (N-(2-Hydroxy-1,1-dimethylethyl)thiourea), BrCC(=O)C=1C=C(N(C1)C)C#N (4-(2-bromo-acetyl)-1-methyl-1H-pyrrole-2-carbonitrile). Run in C(C)O (ethanol). Reaction conditions: time 2 hour. Product: OCC(C)(C)NC=1SC=C(N1)C=1C=C(N(C1)C)C#N (4-[2-(2-hydroxy-1,1-dimethyl-ethylamino)-thiazol-4-yl]-1-methyl-1H-pyrrole-2-carbonitrile). Isolated yield 66.6%. Reaction SMILES: [OH:1][CH2:2][C:3]([NH:6][C:7]([NH2:9])=[S:8])([CH3:5])[CH3:4].Br[CH2:11][C:12]([C:14]1[CH:15]=[C:16]([C:20]#[N:21])[N:17]([CH3:19])[CH:18]=1)=O>C(O)C>[OH:1][CH2:2][C:3]([NH:6][C:7]1[S:8][CH:11]=[C:12]([C:14]2[CH:15]=[C:16]([C:20]#[N:21])[N:17]([CH3:19])[CH:18]=2)[N:9]=1)([CH3:5])[CH3:4]. Procedure details: N-(2-Hydroxy-1,1-dimethylethyl)thiourea (0.75 g, 5 mmol), prepared in step 2 of Example 52, was added to 4-(2-bromo-acetyl)-1-methyl-1H-pyrrole-2-carbonitrile (1.15 g, 5 mmol), prepared in the previous step, in ethanol (20 mL) and the mixture was heated under reflux. After 2 h, the reaction was cooled to room temperature, the precipitate was collected, washed with ethanol, suspended in water and made basic with a 1 N sodium carbonate solution. The mixture was extracted with ethyl acetate, the or... Yields the product ClC1=COC=2C1=NC(=CC2)C (3-Chloro-5-methylfuro[3,2-b]pyridine). Reactants: ClC1=C(C2=NC(=CC=C2O1)C)Cl (2,3-Dichloro-5-methylfuro[3,2-b]pyridine), solution, C(C)(C)(C)[Li] (t-butyllithium). Procedure details: To a solution of 2,3-dichloro-5-methylfuro[3,2-b]pyridine (0.661 g, 3.27 mmol) (Example 12, Step 2) in 16 mL of THF was added a 1.7M solution of t-butyllithium (4.04 mL, 6.87 mmol). After 30 min the solution was quenched at -78° C. with methanol and a solution of NH4C1. The reaction was brought to room temperature and extracted with EtOAc. The organic solvents were evaporated and the title compound was purified by flash chromatography on silica with EtOAc:hexane 1:4 to yield 0.444 g (81%). Solvent: C1CCOC1 (THF). RXN SMILES: Cl[C:2]1[O:10][C:9]2[C:4](=[N:5][C:6]([CH3:11])=[CH:7][CH:8]=2)[C:3]=1[Cl:12].C([Li])(C)(C)C>C1COCC1>[Cl:12][C:3]1[C:4]2=[N:5][C:6]([CH3:11])=[CH:7][CH:8]=[C:9]2[O:10][CH:2]=1. Reactants: C(C)(C)N(C(C)C)CC (N,N-diisopropylethylamine), COCCl (chloromethyl methyl ether), ClCCl (dichloromethane), FC=1C=C(C=O)C=CC1O (3-fluoro-4-hydroxybenzaldehyde). Yields the product FC=1C=C(C=O)C=CC1OCOC (3-fluoro-4-(methoxymethoxy)benzaldehyde). Procedure: N,N-diisopropylethylamine (23.7 ml) and chloromethyl methyl ether (7.76 ml) were added to a dichloromethane (130 ml) solution of 3-fluoro-4-hydroxybenzaldehyde (13 g) under cooling on ice, and the obtained mixture was stirred at room temperature for 11 hours. Water was added to the reaction solution, and the mixture was extracted with dichloromethane. The obtained organic layer was dried over magnesium sulfate and concentrated under reduced pressure. The obtained residue was purified by silica g... Reaction conditions: time 11 hour. As a reaction SMILES: C(N(CC)C(C)C)(C)C.[CH3:10][O:11][CH2:12]Cl.ClCCl.[F:17][C:18]1[CH:19]=[C:20]([CH:23]=[CH:24][C:25]=1[OH:26])[CH:21]=[O:22]>O>[F:17][C:18]1[CH:19]=[C:20]([CH:23]=[CH:24][C:25]=1[O:26][CH2:10][O:11][CH3:12])[CH:21]=[O:22]. Run in O (Water).